From a dataset of the Open Reaction Database (ORD), a public repository of structured organic reaction records. describe an organic reaction: reactants, conditions, products, and yield Reactants: C(C)(C)(C)OC(=O)N1[C@@H](CC(C1)=NOC)C(=O)O ((2S,4EZ)-1-(tert-butoxycarbonyl)-4-(methoxyimino)-2-pyrrolidinecarboxylic acid), COC1=C(C=CC=C1)C1=CC=C(C=C1)C(=O)O (2′-methoxy[1,1′-biphenyl]-4-carboxylic acid), NCC(O)C1=CC=CC=C1 ((1RS)-2-amino-1-phenylethanol). The product is OC(CNC(=O)[C@H]1N(CC(C1)=NOC)C(=O)C1=CC=C(C=C1)C1=C(C=CC=C1)OC)C1=CC=CC=C1 ((2S,4EZ)-N-[(2RS)-2-hydroxy-2-phenylethyl]-1-[(2′-methoxy[1,1′-biphenyl]-4-yl)carbonyl]-4-(methoxyimino)-2-pyrrolidinecarboxamide). RXN SMILES: C(O[C:6]([N:8]1[CH2:12][C:11](=[N:13][O:14][CH3:15])[CH2:10][C@H:9]1[C:16]([OH:18])=O)=[O:7])(C)(C)C.[CH3:19][O:20][C:21]1[CH:26]=[CH:25][CH:24]=[CH:23][C:22]=1[C:27]1[CH:32]=[CH:31][C:30](C(O)=O)=[CH:29][CH:28]=1.[NH2:36][CH2:37][CH:38]([C:40]1[CH:45]=[CH:44][CH:43]=[CH:42][CH:41]=1)[OH:39]>>[OH:39][CH:38]([C:40]1[CH:45]=[CH:44][CH:43]=[CH:42][CH:41]=1)[CH2:37][NH:36][C:16]([C@@H:9]1[CH2:10][C:11](=[N:13][O:14][CH3:15])[CH2:12][N:8]1[C:6]([C:30]1[CH:29]=[CH:28][C:27]([C:22]2[CH:23]=[CH:24][CH:25]=[CH:26][C:21]=2[O:20][CH3:19])=[CH:32][CH:31]=1)=[O:7])=[O:18]. Reported procedure: Following the general method as outlined in Example 22, starting from (2S,4EZ)-1-(tert-butoxycarbonyl)-4-(methoxyimino)-2-pyrrolidinecarboxylic acid, 2′-methoxy[1,1′-biphenyl]-4-carboxylic acid, and (1RS)-2-amino-1-phenylethanol, the title compound was obtained in 82% purity by HPLC. MS(ESI+): m/z=488. The reactants are C(CC(=O)C)(=O)NC1=CC=CC=C1 (acetoacetanilide), [OH-].[Na+] (NaOH), [Cl-].C1(=CC=CC=C1)[N+]#N (phenyldiazonium chloride). Solvent: O (water). Yields the product C1(=CC=CC=C1)NC(C(C(C)=O)=NNC1=CC=CC=C1)=O (N-Phenyl-2-phenylhydrazono-3-oxobutyramide). The yield is 47.6%. Reaction SMILES: [C:1]([NH:7][C:8]1[CH:13]=[CH:12][CH:11]=[CH:10][CH:9]=1)(=[O:6])[CH2:2][C:3]([CH3:5])=[O:4].[OH-].[Na+].[Cl-].[C:17]1([N+:23]#[N:24])[CH:22]=[CH:21][CH:20]=[CH:19][CH:18]=1>O>[C:8]1([NH:7][C:1](=[O:6])[C:2](=[N:24][NH:23][C:17]2[CH:22]=[CH:21][CH:20]=[CH:19][CH:18]=2)[C:3](=[O:4])[CH3:5])[CH:13]=[CH:12][CH:11]=[CH:10][CH:9]=1 |f:1.2,3.4|. Procedure: 4.5 g (25.4 mmol) of acetoacetanilide, a solution of 3.46 g (89 mmol) of NaOH in 45 ml of water and 95 mmol of phenyldiazonium chloride were treated as described in preparation 8. The residue was crystallised from EtOH, yielding 3.4 g of the title compound. M.p.=96°-97° C.